Dataset: the Open Reaction Database (ORD), a public repository of structured organic reaction records. Task: describe an organic reaction: reactants, conditions, products, and yield Starting materials: CC(=O)OCC(C)C(=O)N(C1CCCCC1)C1CCN(NC(=O)C(Cc2ccc(Cl)cc2)NC(=O)OC(C)(C)C)C1, ClCCl, O=C(O)C(F)(F)F. Product: O=C(O)C(F)(F)F, CC(=O)OCC(C)C(=O)N(C1CCCCC1)C1CCN(NC(=O)C(N)Cc2ccc(Cl)cc2)C1. RXN SMILES: [C:1]([O:2][C:3]([CH3:4])([CH3:5])[CH3:6])(=[O:7])[NH:8][CH:9]([C:10](=[O:11])[NH:12][N:13]1[CH2:14][CH:15]([N:18]([C:19]([CH:20]([CH2:21][O:22][C:23]([CH3:24])=[O:25])[CH3:26])=[O:27])[CH:28]2[CH2:29][CH2:30][CH2:31][CH2:32][CH2:33]2)[CH2:16][CH2:17]1)[CH2:34][c:35]1[cH:36][cH:37][c:38]([Cl:41])[cH:39][cH:40]1.[Cl:49][CH2:50][Cl:51].[F:42][C:43]([C:44](=[O:45])[OH:46])([F:47])[F:48]>>[F:42][C:43]([C:44](=[O:45])[OH:46])([F:47])[F:48].[NH2:8][CH:9]([C:10](=[O:11])[NH:12][N:13]1[CH2:14][CH:15]([N:18]([C:19]([CH:20]([CH2:21][O:22][C:23]([CH3:24])=[O:25])[CH3:26])=[O:27])[CH:28]2[CH2:29][CH2:30][CH2:31][CH2:32][CH2:33]2)[CH2:16][CH2:17]1)[CH2:34][c:35]1[cH:36][cH:37][c:38]([Cl:41])[cH:39][cH:40]1. Starting materials: CCOc1nccc(C)c1-c1ccc2c3c(cnn3C3CCOCC3)c(=O)n(Cc3ccc(OC)cc3OC)c2c1, O=C(O)C(F)(F)F. Yields the product CCOc1nccc(C)c1-c1ccc2c(c1)[nH]c(=O)c1cnn(C3CCOCC3)c12. As a reaction SMILES: [CH3:1][O:2][c:3]1[cH:4][c:5]([O:36][CH3:37])[cH:38][cH:39][c:40]1[CH2:41][n:6]1[c:7](=[O:35])[c:8]2[c:9]([c:10]3[cH:11][cH:12][c:13](-[c:16]4[c:17]([O:23][CH2:24][CH3:25])[n:18][cH:19][cH:20][c:21]4[CH3:22])[cH:14][c:15]13)[n:26]([CH:29]1[CH2:30][CH2:31][O:32][CH2:33][CH2:34]1)[n:27][cH:28]2.[F:42][C:43]([F:44])([F:45])[C:46]([OH:47])=[O:48]>>[nH:6]1[c:7](=[O:35])[c:8]2[c:9]([c:10]3[cH:11][cH:12][c:13](-[c:16]4[c:17]([O:23][CH2:24][CH3:25])[n:18][cH:19][cH:20][c:21]4[CH3:22])[cH:14][c:15]13)[n:26]([CH:29]1[CH2:30][CH2:31][O:32][CH2:33][CH2:34]1)[n:27][cH:28]2. The reactants are BrCCCCBr, Cc1ccccc1, [H-], [Na+], OC1CCCC1. Yields the product BrCCCCOC1CCCC1. RXN SMILES: [Br:9][CH2:10][CH2:11][CH2:12][CH2:13][Br:14].[CH3:15][c:16]1[cH:17][cH:18][cH:19][cH:20][cH:21]1.[H-:2].[Na+:1].[OH:3][CH:4]1[CH2:5][CH2:6][CH2:7][CH2:8]1>>[O:3]([CH:4]1[CH2:5][CH2:6][CH2:7][CH2:8]1)[CH2:13][CH2:12][CH2:11][CH2:10][Br:9]. Reactants: C(#N)C1=CC=C(C=C1)NC(C(=O)OC)C1=CC(=CC(=C1)O)OCC (methyl (RS)-(4-cyano-phenylamino)-(3-ethoxy-5-hydroxy-phenyl)-acetate), C(#N)C1=CC=C(C=C1)NC(C(=O)OC)C1=CC(=CC(=C1)OS(=O)(=O)C(F)(F)F)OCC (methyl (RS)-(4-cyano-phenylamino)-(3-ethoxy-5-trifluoromethanesulphonyloxy-phenyl)-acetate), S1C(=CC=C1)B(O)O (thiophene-2-boronic acid). Product: C(#N)C1=CC=C(C=C1)NC(C(=O)OC)C1=CC(=CC(=C1)C=1SC=CC1)OCC (methyl (RS)-(4-cyano-phenylamino)-(3-ethoxy-5-thiophen-2-yl-phenyl)-acetate). Reaction SMILES: [C:1]([C:3]1[CH:8]=[CH:7][C:6]([NH:9][CH:10]([C:15]2[CH:20]=[C:19](O)[CH:18]=[C:17]([O:22][CH2:23][CH3:24])[CH:16]=2)[C:11]([O:13][CH3:14])=[O:12])=[CH:5][CH:4]=1)#[N:2].C(C1C=CC(NC(C2C=C(OS(C(F)(F)F)(=O)=O)C=C(OCC)C=2)C(OC)=O)=CC=1)#N.[S:56]1[CH:60]=[CH:59][CH:58]=[C:57]1B(O)O>>[C:1]([C:3]1[CH:4]=[CH:5][C:6]([NH:9][CH:10]([C:15]2[CH:20]=[C:19]([C:57]3[S:56][CH:60]=[CH:59][CH:58]=3)[CH:18]=[C:17]([O:22][CH2:23][CH3:24])[CH:16]=2)[C:11]([O:13][CH3:14])=[O:12])=[CH:7][CH:8]=1)#[N:2]. Procedure: Analogously to Example 145, from methyl (RS)-(4-cyano-phenylamino)-(3-ethoxy-5-hydroxy-phenyl)-acetate via methyl (RS)-(4-cyano-phenylamino)-(3-ethoxy-5-trifluoromethanesulphonyloxy-phenyl)-acetate by reaction with thiophene-2-boronic acid there was obtained the compound methyl (RS)-(4-cyano-phenylamino)-(3-ethoxy-5-thiophen-2-yl-phenyl)-acetate, which was converted into methyl (RS)-(4-carbamimidoyl-phenylamino)-(3-ethoxy-5-thiophen-2-yl-phenyl)-acetate hydrochloride. Starting materials: CS(C)=O, CC(C)COC(=O)C(OCc1ccccc1)C(C)(C)COS(=O)(=O)CCCCl, [N-]=[N+]=[N-], [Na+]. The product is CC(C)COC(=O)C(OCc1ccccc1)C(C)(C)COS(=O)(=O)CCCN=[N+]=[N-]. As a reaction SMILES: [CH3:33][S:34](=[O:35])[CH3:36].[Cl:1][CH2:2][CH2:3][CH2:4][S:5](=[O:6])(=[O:7])[O:8][CH2:9][C:10]([CH:11]([C:12](=[O:13])[O:14][CH2:15][CH:16]([CH3:17])[CH3:18])[O:19][CH2:20][c:21]1[cH:22][cH:23][cH:24][cH:25][cH:26]1)([CH3:27])[CH3:28].[N-:30]=[N+:31]=[N-:32].[Na+:29]>>[CH2:2]([CH2:3][CH2:4][S:5](=[O:6])(=[O:7])[O:8][CH2:9][C:10]([CH:11]([C:12](=[O:13])[O:14][CH2:15][CH:16]([CH3:17])[CH3:18])[O:19][CH2:20][c:21]1[cH:22][cH:23][cH:24][cH:25][cH:26]1)([CH3:27])[CH3:28])[N:30]=[N+:31]=[N-:32]. Starting materials: C(C)(=O)OC1CC(N(C(C1)(C)C)O)(C)C (4-acetoxy-1-hydroxy-2,2,6,6-tetramethylpiperidine), C(C)(C)C1=C(C(=CC=C1)C(C)C)N=C=NC1=C(C=CC=C1C(C)C)C(C)C (bis(2,6-diisopropylphenyl)carbodiimide). Run in O1CCCC1 (tetrahydrofuran). Conditions: temperature 52 celsius. Yields the product C(C)(C)C1=C(C(=CC=C1)C(C)C)NC(=NC1=C(C=CC=C1C(C)C)C(C)C)ON1C(CC(CC1(C)C)OC(C)=O)(C)C (acetic acid 1-[N,N′-bis(2,6-diisopropyl-phenyl)-carbamimidoyloxy]-2,2,6,6-tetramethyl-piperidin-4-yl ester). As a reaction SMILES: [C:1]([O:4][CH:5]1[CH2:10][C:9]([CH3:12])([CH3:11])[N:8]([OH:13])[C:7]([CH3:15])([CH3:14])[CH2:6]1)(=[O:3])[CH3:2].[CH:16]([C:19]1[CH:24]=[CH:23][CH:22]=[C:21]([CH:25]([CH3:27])[CH3:26])[C:20]=1[N:28]=[C:29]=[N:30][C:31]1[C:36]([CH:37]([CH3:39])[CH3:38])=[CH:35][CH:34]=[CH:33][C:32]=1[CH:40]([CH3:42])[CH3:41])([CH3:18])[CH3:17]>O1CCCC1>[CH:40]([C:32]1[CH:33]=[CH:34][CH:35]=[C:36]([CH:37]([CH3:39])[CH3:38])[C:31]=1[NH:30][C:29]([O:13][N:8]1[C:9]([CH3:12])([CH3:11])[CH2:10][CH:5]([O:4][C:1](=[O:3])[CH3:2])[CH2:6][C:7]1([CH3:15])[CH3:14])=[N:28][C:20]1[C:19]([CH:16]([CH3:18])[CH3:17])=[CH:24][CH:23]=[CH:22][C:21]=1[CH:25]([CH3:27])[CH3:26])([CH3:42])[CH3:41]. Procedure details: To a solution of 4-acetoxy-1-hydroxy-2,2,6,6-tetramethylpiperidine (2.63 g, 12.2 mmol, [prepared as described in Example 1] in tetrahydrofuran (10 ml) is added bis(2,6-diisopropylphenyl)carbodiimide (4.52 g, 12.5 mmol) and the solution is heated to 52° C. under argon for 20 hours. The reaction mixture is evaporated and the residue chromatographed on silica gel with hexane-ethylacetate (5:1). The pure fractions are recrystallized from hexane to afford 1.87 g of the compound 10 as colorless crysta... Starting materials: CCOC(=O)c1cc(Cl)cc(N)c1Cl, O, O=S(=O)(CO)c1ccc(Cl)cc1, O=S(=O)(O)O. Yields the product CCOC(=O)c1cc(Cl)cc(NCS(=O)(=O)c2ccc(Cl)cc2)c1Cl. RXN SMILES: [CH2:6]([CH3:7])[O:8][C:9]([c:10]1[c:11]([Cl:18])[c:12]([NH2:17])[cH:13][c:14]([Cl:16])[cH:15]1)=[O:19].[OH2:32].[OH:20][CH2:21][S:22](=[O:23])(=[O:24])[c:25]1[cH:26][cH:27][c:28]([Cl:31])[cH:29][cH:30]1.[S:1](=[O:2])(=[O:3])([OH:4])[OH:5]>>[CH2:6]([CH3:7])[O:8][C:9]([c:10]1[c:11]([Cl:18])[c:12]([NH:17][CH2:21][S:22](=[O:23])(=[O:24])[c:25]2[cH:26][cH:27][c:28]([Cl:31])[cH:29][cH:30]2)[cH:13][c:14]([Cl:16])[cH:15]1)=[O:19]. The reactants are [BH4-], Cc1c(C=O)c2ccnc(N3CCc4ccccc4C3)c2n1Cc1cccc(F)c1, CO, Cl, [Na+], O. Product: Cc1c(CO)c2ccnc(N3CCc4ccccc4C3)c2n1Cc1cccc(F)c1, Cl. As a reaction SMILES: [BH4-:1].[CH2:4]1[N:5]([c:14]2[n:15][cH:16][cH:17][c:18]3[c:19]2[n:20]([CH2:26][c:27]2[cH:28][c:29]([F:33])[cH:30][cH:31][cH:32]2)[c:21]([CH3:25])[c:22]3[CH:23]=[O:24])[CH2:6][CH2:7][c:8]2[cH:9][cH:10][cH:11][cH:12][c:13]21.[CH3:35][OH:36].[ClH:3].[Na+:2].[OH2:34]>>[CH2:4]1[N:5]([c:14]2[n:15][cH:16][cH:17][c:18]3[c:19]2[n:20]([CH2:26][c:27]2[cH:28][c:29]([F:33])[cH:30][cH:31][cH:32]2)[c:21]([CH3:25])[c:22]3[CH2:23][OH:24])[CH2:6][CH2:7][c:8]2[cH:9][cH:10][cH:11][cH:12][c:13]21.[ClH:3]. Reactants: C(C)OC(=O)CCC1=C(C=CC=C1OCCCC(=O)OCC)CCCCCCOC=1C=C(C=C(C1)C1=CC(=CC=C1)F)C(=O)O (5-{6-[2-(2-ethoxycarbonyl-ethyl)-3-(3-ethoxycarbonyl-propoxy)-phenyl]-hexyloxy}-3′-fluoro-biphenyl-3-carboxylic acid), C1(CCC1)N (cyclobutylamine). Product: C(=O)(O)CCC1=C(OCCCC(=O)O)C=CC=C1CCCCCCOC=1C=C(C=C(C1)C(NC1CCC1)=O)C1=CC(=CC=C1)F (4-{2-(2-Carboxy-ethyl)-3-[6-(5-cyclobutylcarbamoyl-3′-fluoro-biphenyl-3-yloxy)-hexyl]-phenoxy}-butyric acid). RXN SMILES: C([O:3][C:4]([CH2:6][CH2:7][C:8]1[C:13]([O:14][CH2:15][CH2:16][CH2:17][C:18]([O:20]CC)=[O:19])=[CH:12][CH:11]=[CH:10][C:9]=1[CH2:23][CH2:24][CH2:25][CH2:26][CH2:27][CH2:28][O:29][C:30]1[CH:31]=[C:32]([C:43]([OH:45])=O)[CH:33]=[C:34]([C:36]2[CH:41]=[CH:40][CH:39]=[C:38]([F:42])[CH:37]=2)[CH:35]=1)=[O:5])C.[CH:46]1([NH2:50])[CH2:49][CH2:48][CH2:47]1>>[C:4]([CH2:6][CH2:7][C:8]1[C:9]([CH2:23][CH2:24][CH2:25][CH2:26][CH2:27][CH2:28][O:29][C:30]2[CH:35]=[C:34]([C:36]3[CH:41]=[CH:40][CH:39]=[C:38]([F:42])[CH:37]=3)[CH:33]=[C:32]([C:43](=[O:45])[NH:50][CH:46]3[CH2:49][CH2:48][CH2:47]3)[CH:31]=2)=[CH:10][CH:11]=[CH:12][C:13]=1[O:14][CH2:15][CH2:16][CH2:17][C:18]([OH:20])=[O:19])([OH:3])=[O:5]. Procedure details: The title compound was prepared according to the general procedure described in Steps 7 and 8 of Method C starting from 5-{6-[2-(2-ethoxycarbonyl-ethyl)-3-(3-ethoxycarbonyl-propoxy)-phenyl]-hexyloxy}-3′-fluoro-biphenyl-3-carboxylic acid and cyclobutylamine (6% yield after two steps).